Dataset: the Open Reaction Database (ORD), a public repository of structured organic reaction records. Task: describe an organic reaction: reactants, conditions, products, and yield Reactants: CC1(OB(OC1(C)C)C1=C2C=NNC2=CC(=C1)C(F)(F)F)C (4-(4,4,5,5-tetramethyl-1,3,2-dioxaborolan-2-yl)-6-(trifluoromethyl)-1H-indazole), BrC=1C(=NC(=NC1)OC)N (5-bromo-2-methoxypyrimidin-4-amine), O1CCOCC1 (dioxane). Reagents/catalysts: C1=CC=C(C=C1)P([C-]2C=CC=C2)C3=CC=CC=C3.C1=CC=C(C=C1)P([C-]2C=CC=C2)C3=CC=CC=C3.Cl[Pd]Cl.[Fe+2] (PdCl2(dppf)). Run in C(=O)(O)[O-].[Na+] (NaHCO3). Reaction conditions: temperature 140 celsius. The product is C(=O)(C(F)(F)F)O (TFA), COC1=NC=C(C(=N1)N)C1=C2C=NNC2=CC(=C1)C(F)(F)F (2-methoxy-5-(6-(trifluoromethyl)-1H-indazol-4-yl)pyrimidin-4-amine). The yield is 29.0%. RXN SMILES: CC1(C)C(C)(C)OB([C:9]2[CH:17]=[C:16]([C:18]([F:21])([F:20])[F:19])[CH:15]=[C:14]3[C:10]=2[CH:11]=[N:12][NH:13]3)O1.Br[C:24]1[C:25]([NH2:32])=[N:26][C:27]([O:30][CH3:31])=[N:28][CH:29]=1.[O:33]1CCOCC1>C([O-])(O)=O.[Na+].C1C=CC(P(C2C=CC=CC=2)[C-]2C=CC=C2)=CC=1.C1C=CC(P(C2C=CC=CC=2)[C-]2C=CC=C2)=CC=1.Cl[Pd]Cl.[Fe+2]>[C:31]([OH:30])([C:18]([F:21])([F:20])[F:19])=[O:33].[CH3:31][O:30][C:27]1[N:26]=[C:25]([NH2:32])[C:24]([C:9]2[CH:17]=[C:16]([C:18]([F:19])([F:20])[F:21])[CH:15]=[C:14]3[C:10]=2[CH:11]=[N:12][NH:13]3)=[CH:29][N:28]=1 |f:3.4,5.6.7.8|. Procedure details: A vial was charged with a mixture of 4-(4,4,5,5-tetramethyl-1,3,2-dioxaborolan-2-yl)-6-(trifluoromethyl)-1H-indazole (0.1 g, 0.320 mmol), 5-bromo-2-methoxypyrimidin-4-amine (0.131 g, 0.641 mmol) and PdCl2(dppf) (0.012 g, 0.016 mmol) in dioxane (8 mL) and aqueous saturated NaHCO3 (2 mL). The resulting light brown suspension was heated at 140° C. for 45 minutes in a microwave reactor. The reaction mixture was subsequently concentrated and the crude residue was purified by preparative HPLC, eluting... The reactants are FC=1C=C2C(NC=NC2=CC1F)=O (6,7-difluoro-3H-quinazolin-4-one), N1CCOCC1 (morpholine). Conditions: temperature 80 celsius, time 16 hour. The product is FC=1C=C2C(NC=NC2=CC1N1CCOCC1)=O (6-fluoro-7-morpholin-4-yl-3H-quinazolin-4-one). The yield is 74.8%. As a reaction SMILES: [F:1][C:2]1[CH:3]=[C:4]2[C:9](=[CH:10][C:11]=1F)[N:8]=[CH:7][NH:6][C:5]2=[O:13].[NH:14]1[CH2:19][CH2:18][O:17][CH2:16][CH2:15]1>>[F:1][C:2]1[CH:3]=[C:4]2[C:9](=[CH:10][C:11]=1[N:14]1[CH2:19][CH2:18][O:17][CH2:16][CH2:15]1)[N:8]=[CH:7][NH:6][C:5]2=[O:13]. Procedure: 37.2 g (0.20 mol) of 6,7-difluoro-3H-quinazolin-4-one were suspended in 70 ml (0.80 mol) of morpholine and stirred at an internal temperature of 80° C. for 16 h. Conventional work-up gave 37.3 g (Y=74%) of 6-fluoro-7-morpholin-4-yl-3H-quinazolin-4-one. Reactants: ClC1=NC=C(C(=C1)N1CCN(CC1)C)[N+](=O)[O-] (1-(2-chloro-5-nitro-4-pyridyl)-4-methyl-piperazine), CN (methylamine), C1CCOC1 (THF). Product: CNC1=NC=C(C(=C1)N1CCN(CC1)C)[N+](=O)[O-] (N-methyl-4-(4-methylpiperazin-1-yl)-5-nitro-pyridin-2-amine). The yield is 93.0%. Reaction SMILES: Cl[C:2]1[CH:7]=[C:6]([N:8]2[CH2:13][CH2:12][N:11]([CH3:14])[CH2:10][CH2:9]2)[C:5]([N+:15]([O-:17])=[O:16])=[CH:4][N:3]=1.[CH3:18][NH2:19].C1COCC1>>[CH3:18][NH:19][C:2]1[CH:7]=[C:6]([N:8]2[CH2:13][CH2:12][N:11]([CH3:14])[CH2:10][CH2:9]2)[C:5]([N+:15]([O-:17])=[O:16])=[CH:4][N:3]=1. Reported procedure: 1-(2-chloro-5-nitro-4-pyridyl)-4-methyl-piperazine (265.9 mg, 1.036 mmol) and methylamine 2M in THF (2.590 mL of 2 M, 5.180 mmol) were heated overnight in a sealed tube at 60° C. The mixture was purified by chromatography on silica (Companion 12 g) eluting with 0.5-15% MeOH:DCM, yielding N-methyl-4-(4-methylpiperazin-1-yl)-5-nitro-pyridin-2-amine (243 mg, 93%). MS (ES+) 252.1.